Dataset: the Open Reaction Database (ORD), a public repository of structured organic reaction records. Task: describe an organic reaction: reactants, conditions, products, and yield The reactants are [H-].[Na+] (sodium hydride), C1(CC1)CO (cyclopropylmethanol), ClC=1N2C=CC(C(=C2C=CC1)C1=C(C=CC=C1Cl)Cl)=O (6-chloro-1-(2,6-dichlorophenyl)-2H-quinolizin-2-one). Run in CN(C)C=O (DMF), C(C)(=O)OCC.O (ethyl acetate water). Reaction conditions: time 0.5 hour. The product is C1(CC1)COC=1N2C=CC(C(=C2C=CC1)C1=C(C=CC=C1Cl)Cl)=O (6-(cyclopropylmethoxy)-1-(2,6-dichlorophenyl)-2H-quinolizin-2-one). As a reaction SMILES: [H-].[Na+].[CH:3]1([CH2:6][OH:7])[CH2:5][CH2:4]1.Cl[C:9]1[N:10]2[C:15]([CH:16]=[CH:17][CH:18]=1)=[C:14]([C:19]1[C:24]([Cl:25])=[CH:23][CH:22]=[CH:21][C:20]=1[Cl:26])[C:13](=[O:27])[CH:12]=[CH:11]2>CN(C=O)C.C(OCC)(=O)C.O>[CH:3]1([CH2:6][O:7][C:9]2[N:10]3[C:15]([CH:16]=[CH:17][CH:18]=2)=[C:14]([C:19]2[C:20]([Cl:26])=[CH:21][CH:22]=[CH:23][C:24]=2[Cl:25])[C:13](=[O:27])[CH:12]=[CH:11]3)[CH2:5][CH2:4]1 |f:0.1,5.6|. Reported procedure: To oil free sodium hydride (24 mg) suspended in DMF was added cyclopropylmethanol (0.08 mL) at room temperature and stirred for ½ hr. To this mixture was added 6-chloro-1-(2,6-dichlorophenyl)-2H-quinolizin-2-one (Example 1, 15 mg) and stirred for approximately 1-3 hours. The mixture was diluted with ethyl acetate/water. The organic layers were washed with water (3×), brine, and dried over magnesium sulfate. Upon evaporation, the residue was purified by silica gel (methylene chloride/acetone=3/1)... Reactants: CC#N, O=C(c1ccc(Cl)cc1)c1ccc(-c2ccc(Cl)cc2)cc1, c1ccccc1. Yields the product N#CCC(O)(c1ccc(Cl)cc1)c1ccc(-c2ccc(Cl)cc2)cc1. Reaction SMILES: [CH3:23][C:24]#[N:25].[Cl:1][c:2]1[cH:3][cH:4][c:5]([C:8](=[O:9])[c:10]2[cH:11][cH:12][c:13](-[c:16]3[cH:17][cH:18][c:19]([Cl:22])[cH:20][cH:21]3)[cH:14][cH:15]2)[cH:6][cH:7]1.[cH:26]1[cH:27][cH:28][cH:29][cH:30][cH:31]1>>[Cl:1][c:2]1[cH:3][cH:4][c:5]([C:8]([OH:9])([c:10]2[cH:11][cH:12][c:13](-[c:16]3[cH:17][cH:18][c:19]([Cl:22])[cH:20][cH:21]3)[cH:14][cH:15]2)[CH2:23][C:24]#[N:25])[cH:6][cH:7]1.